The task is: describe an organic reaction: reactants, conditions, products, and yield. This data is from the Open Reaction Database (ORD), a public repository of structured organic reaction records. Reactants: COC(=O)C1=NC=CN=C1N(C)C1=C(C=C(C=C1)Cl)[N+](=O)[O-] (3-(4-chloro-N-methyl-2-nitrophenylamino)-pyrazine-2-carboxylic acid methyl ester). The reagents and catalysts are [Ni] (Raney Nickel). Solvent: C(C)(=O)OCC (ethyl acetate). Product: COC(=O)C1=NC=CN=C1N(C)C1=C(C=C(C=C1)Cl)N (3-(2-amino-4-chloro-N-methyl-phenylamino)-pyrazine-2-carboxylic acid methyl ester). RXN SMILES: [CH3:1][O:2][C:3]([C:5]1[C:10]([N:11]([C:13]2[CH:18]=[CH:17][C:16]([Cl:19])=[CH:15][C:14]=2[N+:20]([O-])=O)[CH3:12])=[N:9][CH:8]=[CH:7][N:6]=1)=[O:4]>[Ni].C(OCC)(=O)C>[CH3:1][O:2][C:3]([C:5]1[C:10]([N:11]([C:13]2[CH:18]=[CH:17][C:16]([Cl:19])=[CH:15][C:14]=2[NH2:20])[CH3:12])=[N:9][CH:8]=[CH:7][N:6]=1)=[O:4]. Reported procedure: A mixture of 4.0 g 3-(4-chloro-N-methyl-2-nitrophenylamino)-pyrazine-2-carboxylic acid methyl ester, 200 ml ethyl acetate and 4 g Raney Nickel are hydrogenated at room temperature under normal pressure. The catalyst is removed by filtration and the filtrate is evaporated to afford the heading compound. It is used without further purification. RXN SMILES: [Cl:1][C:2]1[C:7]2[C:8](=[O:25])[N:9]3[CH2:24][CH2:23][C@H:10]3[C:11]3[N:12]([CH:13]=[N:14][C:15]=3[C:16]3[N:20]=[C:19](CCl)[O:18][N:17]=3)[C:6]=2[CH:5]=[CH:4][CH:3]=1.[C:26]([NH2:30])([CH3:29])([CH3:28])[CH3:27].[CH3:31]N(C)C=O>>[C:26]([NH:30][C:19]1[O:18][N:17]([CH3:31])[CH:16]([C:15]2[N:14]=[CH:13][N:12]3[C:6]4[CH:5]=[CH:4][CH:3]=[C:2]([Cl:1])[C:7]=4[C:8](=[O:25])[N:9]4[CH2:24][CH2:23][C@H:10]4[C:11]=23)[N:20]=1)([CH3:29])([CH3:28])[CH3:27]. Starting materials: ClC1=CC=CC2=C1C(N1[C@H](C=3N2C=NC3C3=NOC(=N3)CCl)CC1)=O ((S)-8-chloro-1-(5-chloromethyl-1,2,4-oxadiazol-3-yl)-12,12a-dihydro-9H,11H-azeto[2,1-c]imidazo[1,5-a][1,4]benzodiazepin-9-one), C(C)(C)(C)N (tert.-butylamine), CN(C=O)C (N,N-dimethylformamide). Yields the product C(C)(C)(C)NC1=NC(N(O1)C)C=1N=CN2C1[C@H]1N(C(C3=C2C=CC=C3Cl)=O)CC1 ((S)-1-(5-tert.-butylamino-methyl-1,2,4-oxadiazol-3-yl)-8-chloro-12,12a-dihydro-9H,11H-azeto[2,1-c]-imidazo[1,5-a][1,4]benzodiazepin-9-one). The yield is 88.0%. Procedure: 0.94 g (2.5 mmol) of (S)-8-chloro-1-(5-chloromethyl-1,2,4-oxadiazol-3-yl)-12,12a-dihydro-9H,11H-azeto[2,1-c]imidazo[1,5-a][1,4]benzodiazepin-9-one was stirred at room temperature overnight with 2 g (27 mmol) of tert.-butylamine and 15 ml of N,N-dimethylformamide. By evaporation of the reaction mixture and chromatography of the residue on silica gel while eluting with ethyl acetate/methanol 9/1 there was obtained 0.91 g (88%) of (S)-1-(5-tert.-butylamino-methyl-1,2,4-oxadiazol-3-yl)-8-chloro-12,1... Starting materials: C(C(C)C)C=1C=C(SC1C)C(=O)O (4-isobutyl-5-methyl-thiophene-2-carboxylic acid), Intermediate A2, CC#N (CH3CN). Yields the product C(C(C)C)C=1C(=C(SC1C)C(=O)O)C (4-Isobutyl-3,5-dimethyl-thiophene-2-carboxylic acid). Reaction SMILES: [CH2:1]([C:5]1[CH:6]=[C:7]([C:11]([OH:13])=[O:12])[S:8][C:9]=1[CH3:10])[CH:2]([CH3:4])[CH3:3].[CH3:14]C#N>>[CH2:1]([C:5]1[C:6]([CH3:14])=[C:7]([C:11]([OH:13])=[O:12])[S:8][C:9]=1[CH3:10])[CH:2]([CH3:4])[CH3:3]. Procedure details: 4-Isobutyl-3,5-dimethyl-thiophene-2-carboxylic acid is prepared from 4-isobutyl-5-methyl-thiophene-2-carboxylic acid in analogy to Intermediate A2; LC-MS: tR=0.97 min, [M+1+CH3CN]=254.26; 1H NMR (CDCl3): δ 2.46 (s, 3H), 2.39 (s, 3H), 2.36 (d, J=7.0 Hz, 2H), 1.78 (hept, J=7.0 Hz, 1H), 0.91 (d, J=7.0 Hz, 6H). The reactants are NCC(CC[Si](OC)(OC)OC)(C)C (4-amino-3,3-dimethylbutyltrimethoxysilane), C(\C=C/C(=O)OCCCC)(=O)OCCCC (dibutyl maleate). The product is CO[Si](CCC(CN[C@@H](CC(=O)OCCCC)C(=O)OCCCC)(C)C)(OC)OC (dibutyl N-[4-trimethoxysilyl-(2,2-dimethyl)butyl]aspartate). Isolated yield 93.0%. As a reaction SMILES: [NH2:1][CH2:2][C:3]([CH3:14])([CH3:13])[CH2:4][CH2:5][Si:6]([O:11][CH3:12])([O:9][CH3:10])[O:7][CH3:8].[C:15]([O:26][CH2:27][CH2:28][CH2:29][CH3:30])(=[O:25])/[CH:16]=[CH:17]\[C:18]([O:20][CH2:21][CH2:22][CH2:23][CH3:24])=[O:19]>>[CH3:10][O:9][Si:6]([O:11][CH3:12])([O:7][CH3:8])[CH2:5][CH2:4][C:3]([CH3:14])([CH3:13])[CH2:2][NH:1][C@H:16]([C:15]([O:26][CH2:27][CH2:28][CH2:29][CH3:30])=[O:25])[CH2:17][C:18]([O:20][CH2:21][CH2:22][CH2:23][CH3:24])=[O:19]. Procedure details: In a manner similar to Example 2, 110.7 g (0.5 mole) of 4-amino-3,3-dimethylbutyltrimethoxysilane was allowed to react with 114.3 g (0.5 mole) of dibutyl maleate to give 209 g dibutyl N-[4-trimethoxysilyl-(2,2-dimethyl)butyl]aspartate at 97% purity. Reactants: OC=1C(C2=CC=CC=C2C(C1)=O)=O (2-Hydroxynaphthalene-1,4-dione), C(C(C)(C)C)(=O)O (pivalic acid), S(=O)(=O)([O-])O[O-] (peroxysulphate). Reagents/catalysts: [N+](=O)([O-])[O-].[Ag+] (silver nitrate). Run in C(C)#N (acetonitrile), O (water), O (water), C(C)OCC (diethyl ether). Run at temperature 20 celsius. Product: C(C)(C)(C)C=1C(C2=CC=CC=C2C(C1O)=O)=O (2-(t-butyl)-3-hydroxynaphthalene-1,4-dione). The yield is 34.4%. Reaction SMILES: [OH:1][C:2]1[C:3](=[O:13])[C:4]2[C:9]([C:10](=[O:12])[CH:11]=1)=[CH:8][CH:7]=[CH:6][CH:5]=2.[C:14](O)(=O)[C:15](C)([CH3:17])[CH3:16].S(O[O-])([O-])(=O)=O>C(#N)C.O.C(OCC)C.[N+]([O-])([O-])=O.[Ag+]>[C:15]([C:11]1[C:10](=[O:12])[C:9]2[C:4]([C:3](=[O:13])[C:2]=1[OH:1])=[CH:5][CH:6]=[CH:7][CH:8]=2)([CH3:17])([CH3:16])[CH3:14] |f:6.7|. Procedure details: 2-Hydroxynaphthalene-1,4-dione (1.00 g, 5.68 mmol), pivalic acid (870 mg, 8.51 mmol) and silver nitrate (568 mg) were heated in a mixture of acetonitrile (20 ml) and water (20 ml) at 60-65° C. A solution of animonium peroxysulphate (1.94 g, 8.51 mmol) in water (10 ml) was added dropwise and the mixture heated for 1 hour. The mixture was then cooled to room temperature (about 20° C.), diluted with diethyl ether and extracted with 1% (w/v) aqueous sodium hydroxide solution (4×25 ml). The combined ...